This data is from the Open Reaction Database (ORD), a public repository of structured organic reaction records. The task is: describe an organic reaction: reactants, conditions, products, and yield The reactants are O (water), benzyloxycarbonyloxysuccinimide ester, CN1CCOCC1 (N-methylmorpholine), C(C)(C)(C)C[C@@H](N)C(=O)N[C@@H](CC(C)(C)C)C(=O)O (3-tert-Butyl-D-alanyl-3-tert-butyl-L-alanine). The solvent is C1CCOC1 (THF). The product is C(C1=CC=CC=C1)OC(=O)N[C@H](CC(C)(C)C)C(=O)N[C@@H](CC(C)(C)C)C(=O)O (N-(Benzyloxycarbonyl)-3-tert-butyl-D-alanyl-3-tert-butyl-L-alanine). As a reaction SMILES: [C:1]([CH2:5][C@H:6]([C:8]([NH:10][C@H:11]([C:17]([OH:19])=[O:18])[CH2:12][C:13]([CH3:16])([CH3:15])[CH3:14])=[O:9])[NH2:7])([CH3:4])([CH3:3])[CH3:2].[OH2:20].CN1[CH2:27][CH2:26][O:25][CH2:24]C1>C1COCC1>[CH2:26]([O:25][C:24]([NH:7][C@@H:6]([C:8]([NH:10][C@H:11]([C:17]([OH:19])=[O:18])[CH2:12][C:13]([CH3:16])([CH3:15])[CH3:14])=[O:9])[CH2:5][C:1]([CH3:4])([CH3:2])[CH3:3])=[O:20])[C:27]1[CH:8]=[CH:6][CH:5]=[CH:1][CH:2]=1. Reported procedure: 3-tert-Butyl-D-alanyl-3-tert-butyl-L-alanine (3.73 g, 12.1 mmol, example 92A) is dissolved in THF (170 ml) under an argon protective gas atmosphere. After the addition of water (170 ml), benzyloxycarbonyloxysuccinimide ester (4.52 g, 18.1 mmol, 1.5 equivalents) and N-methylmorpholine (4.28 g, 4.23 mmol, 3.5 equivalents) at 0° C., the mixture is stirred vigorously at RT until all starting material has been converted (several hours, HPLC monitoring, Method 2). The mixture is quenched with glacial ...